Dataset: the Open Reaction Database (ORD), a public repository of structured organic reaction records. Task: describe an organic reaction: reactants, conditions, products, and yield The reactants are ClC1=C(C=C(CN2CCC(CC2)NC2=CC=C(C#N)C=C2)C=C1)OCC (4-[1-(4-Chloro-3-ethoxy-benzyl)-piperidin-4-ylamino]-benzonitrile), Cl (HCl), C(C)(C)(C)OC(=O)N1CCC(CC1)N(C1=NC=C(C=C1)OCC1OC(OC1)(C)C)C(=O)OC(C)(C)C (rac-4-{tert-butoxycarbonyl-[5-(2,2-dimethyl-[1,3]dioxolan-4-ylmethoxy)-pyridin-2-yl]-amino}-piperidine-1-carboxylic acid tert-butyl ester), BOC. Solvent: O1CCOCC1 (dioxane), C(C)O (ethanol). Yields the product N1CCC(CC1)NC1=CC=C(C=N1)OCC(CO)O (rac-3-[6-(Piperidin-4-ylamino)-pyridin-3-yloxy]-propane-1,2-diol). As a reaction SMILES: ClC1C=CC(CN2CCC(NC3C=CC(C#N)=CC=3)CC2)=CC=1OCC.C(OC([N:34]1[CH2:39][CH2:38][CH:37]([N:40](C(OC(C)(C)C)=O)[C:41]2[CH:46]=[CH:45][C:44]([O:47][CH2:48][CH:49]3[CH2:53][O:52]C(C)(C)[O:50]3)=[CH:43][N:42]=2)[CH2:36][CH2:35]1)=O)(C)(C)C.Cl>O1CCOCC1.C(O)C>[NH:34]1[CH2:35][CH2:36][CH:37]([NH:40][C:41]2[N:42]=[CH:43][C:44]([O:47][CH2:48][CH:49]([OH:50])[CH2:53][OH:52])=[CH:45][CH:46]=2)[CH2:38][CH2:39]1. Procedure: The title compound was prepared in analogy to the procedure described for (5-methanesulfonyl-pyridin-2-yl)-piperidin-4-yl-amine (intermediate B16/step 2) from rac-4-{tert-butoxycarbonyl-[5-(2,2-dimethyl-[1,3]dioxolan-4-ylmethoxy)-pyridin-2-yl]-amino}-piperidine-1-carboxylic acid tert-butyl ester by cleavage of both the BOC and the isopropylidene group with 4 M HCl in dioxane and ethanol at rt followed by ion exchange chromatography on Q-Sepharose Fast Flow. MS (ISP): 268.2 [M+H]+. Reported procedure: In analogy to the procedure described in Example 47 b), 5-cyclopropyl-6-(isobutylsulfonyl)picolinic acid (Example 6 d)) was reacted with 4,4-dimethyloxazolidine (CAN 51200-87-4) in the presence of TBTU and DIEA to obtain the title compound as colorless solid; MS (EI): m/e=367.4 [MH+]. Reactants: CC1(NCOC1)C (4,4-dimethyloxazolidine), CN(C)C(=[N+](C)C)ON1C2=C(C=CC=C2)N=N1.[B-](F)(F)(F)F (TBTU), CCN(C(C)C)C(C)C (DIEA), C1(CC1)C=1C=CC(=NC1S(=O)(=O)CC(C)C)C(=O)O (5-cyclopropyl-6-(isobutylsulfonyl)picolinic acid). Product: C1(CC1)C=1C=CC(=NC1S(=O)(=O)CC(C)C)C(=O)N1COCC1(C)C ([5-Cyclopropyl-6-(2-methyl-propane-1-sulfonyl)-pyridin-2-yl]-(4,4-dimethyl-oxazolidin-3-yl)-methanone). Reaction SMILES: [CH:1]1([C:4]2[CH:5]=[CH:6][C:7]([C:17]([OH:19])=O)=[N:8][C:9]=2[S:10]([CH2:13][CH:14]([CH3:16])[CH3:15])(=[O:12])=[O:11])[CH2:3][CH2:2]1.[CH3:20][C:21]1([CH3:26])[CH2:25][O:24][CH2:23][NH:22]1.CN(C(ON1N=NC2C=CC=CC1=2)=[N+](C)C)C.[B-](F)(F)(F)F.CCN(C(C)C)C(C)C>>[CH:1]1([C:4]2[CH:5]=[CH:6][C:7]([C:17]([N:22]3[C:21]([CH3:26])([CH3:20])[CH2:25][O:24][CH2:23]3)=[O:19])=[N:8][C:9]=2[S:10]([CH2:13][CH:14]([CH3:15])[CH3:16])(=[O:11])=[O:12])[CH2:2][CH2:3]1 |f:2.3|. The reactants are O=C1CCCC1Oc1ccc(Cc2cc(C3(O)OC(CO)C(O)C(O)C3O)ccc2Cl)cc1, ClCCl, C1CCOC1. Yields the product OCC1OC(O)(c2ccc(Cl)c(Cc3ccc(OC4CCCC4O)cc3)c2)C(O)C(O)C1O. As a reaction SMILES: [Cl:1][c:2]1[c:3]([CH2:20][c:21]2[cH:22][cH:23][c:24]([O:27][CH:28]3[C:29](=[O:33])[CH2:30][CH2:31][CH2:32]3)[cH:25][cH:26]2)[cH:4][c:5]([C:8]2([OH:9])[CH:10]([OH:11])[CH:12]([OH:13])[CH:14]([OH:15])[CH:16]([CH2:18][OH:19])[O:17]2)[cH:6][cH:7]1.[Cl:39][CH2:40][Cl:41].[O:34]1[CH2:35][CH2:36][CH2:37][CH2:38]1>>[Cl:1][c:2]1[c:3]([CH2:20][c:21]2[cH:22][cH:23][c:24]([O:27][CH:28]3[CH:29]([OH:33])[CH2:30][CH2:31][CH2:32]3)[cH:25][cH:26]2)[cH:4][c:5]([C:8]2([OH:9])[CH:10]([OH:11])[CH:12]([OH:13])[CH:14]([OH:15])[CH:16]([CH2:18][OH:19])[O:17]2)[cH:6][cH:7]1. Reactants: C(C)(C)(C)C=1N=C(C2=C(N1)N(N=N2)CC2=C(C=CC=C2)Cl)N2CCOCC2 (5-tert-Butyl-3-(2-chloro-benzyl)-7-morpholin-4-yl-3H-[1,2,3]triazolo[4,5-d]pyrimidine), C(C)(C)(C)C=1N=C(C2=C(N1)N(N=N2)CC2=C(C=CC=C2)Cl)Cl (5-tert-butyl-7-chloro-3-(2-chlorobenzyl)-3H-[1,2,3]triazolo[4,5-d]pyrimidine), Cl.CC1(CNCC1)O (3-methylpyrrolidin-3-ol hydrochloride). Reported procedure: In analogy to the procedure described for the synthesis of 5-tert-butyl-3-(2-chloro-benzyl)-7-morpholin-4-yl-3H-[1,2,3]triazolo[4,5-d]pyrimidine (example 1, step c), the title compound was prepared from 5-tert-butyl-7-chloro-3-(2-chlorobenzyl)-3H-[1,2,3]triazolo[4,5-d]pyrimidine and 3-methylpyrrolidin-3-ol hydrochloride and isolated as white solid (14.1 mg, 75%). MS (m/e): 401.4 (MH+). Product: C(C)(C)(C)C=1N=C(C2=C(N1)N(N=N2)CC2=C(C=CC=C2)Cl)N2CC(CC2)(O)C (1-[5-tert-Butyl-3-(2-chloro-benzyl)-3H-[1,2,3]triazolo[4,5-d]pyrimidin-7-yl]-3-methyl-pyrrolidin-3-ol), solid. Isolated yield 75.0%. RXN SMILES: [C:1]([C:5]1[N:6]=[C:7]([N:22]2[CH2:27][CH2:26][O:25][CH2:24][CH2:23]2)[C:8]2[N:13]=[N:12][N:11]([CH2:14][C:15]3[CH:20]=[CH:19][CH:18]=[CH:17][C:16]=3[Cl:21])[C:9]=2[N:10]=1)([CH3:4])([CH3:3])[CH3:2].[C:28](C1N=C(Cl)C2N=NN(CC3C=CC=CC=3Cl)C=2N=1)(C)(C)C.Cl.CC1(O)CCNC1>>[C:1]([C:5]1[N:6]=[C:7]([N:22]2[CH2:27][CH2:26][C:24]([CH3:28])([OH:25])[CH2:23]2)[C:8]2[N:13]=[N:12][N:11]([CH2:14][C:15]3[CH:20]=[CH:19][CH:18]=[CH:17][C:16]=3[Cl:21])[C:9]=2[N:10]=1)([CH3:2])([CH3:4])[CH3:3] |f:2.3|. Starting materials: C1(=CC=CC=C1)C(OCCCl)C1=CC=CC=C1 (2-(diphenylmethoxy)ethyl chloride), N1CCNCCC1 (homopiperazine). The product is C1(=CC=CC=C1)C(OCCN1CCNCCC1)C1=CC=CC=C1 (1-[2-(Diphenylmethoxy)ethyl]homopiperazine). Yield: 68.0%. Reaction SMILES: [C:1]1([CH:7]([C:12]2[CH:17]=[CH:16][CH:15]=[CH:14][CH:13]=2)[O:8][CH2:9][CH2:10]Cl)[CH:6]=[CH:5][CH:4]=[CH:3][CH:2]=1.[NH:18]1[CH2:24][CH2:23][CH2:22][NH:21][CH2:20][CH2:19]1>>[C:1]1([CH:7]([C:12]2[CH:17]=[CH:16][CH:15]=[CH:14][CH:13]=2)[O:8][CH2:9][CH2:10][N:18]2[CH2:24][CH2:23][CH2:22][NH:21][CH2:20][CH2:19]2)[CH:6]=[CH:5][CH:4]=[CH:3][CH:2]=1. Procedure details: Following a procedure similar to that described in Preparation 1, but using 2-(diphenylmethoxy)ethyl chloride and homopiperazine, the title compound was obtained ina yield of 68%. Starting materials: N1=C(C=CC=C1)C(C=O)C (pyridin-2-yl propionaldehyde), C(C)(C)(C)OC(NC(CCC1=C(C=CC=C1)Cl)C(=O)N1CCC(CC1)C)=O (tert-butyl{3-(2-chlorophenyl)-1-[(4-methylpiperidin-1-yl)carbonyl]propyl}carbamate), ClC1=C(C=CC=C1)C=CC=O (3-(2-chlorophenyl)propenal). Product: C(C)(C)(C)OC(NC(CCC1=NC=CC=C1)C(=O)N1CCC(CC1)C)=O (tert-Butyl{1-[(4-methylpiperidin-1-yl)carbonyl]-3-pyridin-2-ylpropyl}carbamate). As a reaction SMILES: [N:1]1[CH:6]=[CH:5][CH:4]=[CH:3][C:2]=1[CH:7]([CH3:10])C=O.[C:11]([O:15][C:16](=[O:37])[NH:17][CH:18]([C:28]([N:30]1[CH2:35][CH2:34][CH:33]([CH3:36])[CH2:32][CH2:31]1)=[O:29])CCC1C=CC=CC=1Cl)([CH3:14])([CH3:13])[CH3:12].ClC1C=CC=CC=1C=CC=O>>[C:11]([O:15][C:16](=[O:37])[NH:17][CH:18]([C:28]([N:30]1[CH2:35][CH2:34][CH:33]([CH3:36])[CH2:32][CH2:31]1)=[O:29])[CH2:10][CH2:7][C:2]1[CH:3]=[CH:4][CH:5]=[CH:6][N:1]=1)([CH3:14])([CH3:12])[CH3:13]. Reported procedure: tert-Butyl{1-[(4-methylpiperidin-1-yl)carbonyl]-3-pyridin-2-ylpropyl}carbamate is prepared from pyridin-2-yl propionaldehyde (Kitbunnadaj, R. et al. J. Med. Chem, 2004, 47, 2414-2417) in the same manner that tert-butyl{3-(2-chlorophenyl)-1-[(4-methylpiperidin-1-yl)carbonyl]propyl}carbamate is prepared from 3-(2-chlorophenyl)propenal in Example 5. The reactants are [Al+3], CO, CCOC(C)=O, [H-], [H-], [H-], [H-], [H-], [Li+], [Na+], COC(=O)c1cnc2c(c1)NC(=O)C1CSCCN21, C1CCOC1, O. As a reaction SMILES: [Al+3:23].[CH3:28][OH:29].[CH3:36][CH2:37][O:38][C:39](=[O:40])[CH3:41].[H-:21].[H-:22].[H-:25].[H-:26].[H-:27].[Li+:24].[Na+:20].[O:1]=[C:2]1[CH:3]2[N:4]([c:5]3[c:6]([cH:8][c:9]([C:12](=[O:13])[O:14][CH3:15])[cH:10][n:11]3)[NH:7]1)[CH2:16][CH2:17][S:18][CH2:19]2.[O:30]1[CH2:31][CH2:32][CH2:33][CH2:34]1.[OH2:35]>>[O:1]=[C:2]1[CH:3]2[N:4]([c:5]3[c:6]([cH:8][c:9]([CH2:12][OH:13])[cH:10][n:11]3)[NH:7]1)[CH2:16][CH2:17][S:18][CH2:19]2. The product is O=C1Nc2cc(CO)cnc2N2CCSCC12.